Dataset: the Open Reaction Database (ORD), a public repository of structured organic reaction records. Task: describe an organic reaction: reactants, conditions, products, and yield Reactants: C1(CCCCCO1)=O (ε-caprolactone), [OH-].[Na+] (sodium hydroxide), C([O-])([O-])=O.[K+].[K+] (potassium carbonate), C(C)(C)(C)[Si](Cl)(C)C (t-butyldimethylchlorosilane), N1C=NC=C1 (imidazole). The solvent is O (Water), CO.O (methanol water), CO.O (methanol water), CN(C=O)C (dimethylformamide), O (water). Conditions: time 24 hour. Yields the product [Si](C)(C)(C(C)(C)C)OCCCCCC(=O)O (6-(t-Butyldimethylsilyloxy)hexanoic Acid). As a reaction SMILES: [C:1]1(=[O:8])[O:7][CH2:6][CH2:5][CH2:4][CH2:3][CH2:2]1.[OH-].[Na+].[C:11]([Si:15]([CH3:18])([CH3:17])Cl)([CH3:14])([CH3:13])[CH3:12].N1C=CN=C1.C(=O)([O-])[O-:25].[K+].[K+]>O.CO.O.CN(C)C=O>[Si:15]([O:25][CH2:6][CH2:5][CH2:4][CH2:3][CH2:2][C:1]([OH:7])=[O:8])([C:11]([CH3:14])([CH3:13])[CH3:12])([CH3:18])[CH3:17] |f:1.2,5.6.7,9.10|. Reported procedure: A round-bottomed flask equipped with a magnetic stirring bar was charged with 22.8 g (0.2 mol) of ε-caprolactone, 8.8 g (0.22 mol) of sodium hydroxide and 200 ml of methanol-water (4:1). The yellow solution was stirred at room temperature under a nitrogen atmosphere for 24 hours. Methanol-water was removed under reduced pressure. Toluene azeotrope was used to remove water. The resulting solid mass was broken up and ground to a fine powder. This powder was heated with 72.0 g (0.48 mol) of t-butyl...